Dataset: the Open Reaction Database (ORD), a public repository of structured organic reaction records. Task: describe an organic reaction: reactants, conditions, products, and yield The reactants are C(C)(C)(C)OC(=O)N1CCC(CC1)OC1=CC=C(C=C1)[N+](=O)[O-] (1-t-butoxycarbonyl-4-(4-nitrophenoxy)piperidine), [H][H] (hydrogen). The reagents and catalysts are [Pd] (palladium/carbon). Run in C(C)O (ethanol). Yields the product C(C)(C)(C)OC(=O)N1CCC(CC1)OC1=CC=C(C=C1)N (1-t-butoxycarbonyl-4-(4-aminophenoxy)piperidine). Reaction SMILES: [C:1]([O:5][C:6]([N:8]1[CH2:13][CH2:12][CH:11]([O:14][C:15]2[CH:20]=[CH:19][C:18]([N+:21]([O-])=O)=[CH:17][CH:16]=2)[CH2:10][CH2:9]1)=[O:7])([CH3:4])([CH3:3])[CH3:2].[H][H]>C(O)C.[Pd]>[C:1]([O:5][C:6]([N:8]1[CH2:13][CH2:12][CH:11]([O:14][C:15]2[CH:20]=[CH:19][C:18]([NH2:21])=[CH:17][CH:16]=2)[CH2:10][CH2:9]1)=[O:7])([CH3:4])([CH3:2])[CH3:3]. Procedure: 2.74 g (8.5 mmol) of 1-t-butoxycarbonyl-4-(4-nitrophenoxy)piperidine was dissolved in 20 ml of ethanol. 20 mg of 10% palladium/carbon was added to the solution, and they were stirred at room temperature in 1 atm. hydrogen atmosphere for 3 hours. Palladium/carbon was removed by the suction filtration. The filtrate was once concentrated and then treated with dichloromethane as extractant in an ordinary manner to obtain the title compound.